The task is: describe an organic reaction: reactants, conditions, products, and yield. This data is from the Open Reaction Database (ORD), a public repository of structured organic reaction records. The reactants are CCO, CCOC(=O)C(Cc1cccc(C(C)(F)F)c1)C(O)c1ccc(F)cc1, [Na+], C1CCOC1, [OH-]. Yields the product CC(F)(F)c1cccc(CC(C(=O)O)C(O)c2ccc(F)cc2)c1. As a reaction SMILES: [CH2:29]([OH:30])[CH3:31].[F:1][C:2]([CH3:3])([F:4])[c:5]1[cH:6][c:7]([CH2:8][CH:9]([C:10](=[O:11])[O:12][CH2:13][CH3:14])[CH:15]([OH:16])[c:17]2[cH:18][cH:19][c:20]([F:23])[cH:21][cH:22]2)[cH:24][cH:25][cH:26]1.[Na+:28].[O:32]1[CH2:33][CH2:34][CH2:35][CH2:36]1.[OH-:27]>>[F:1][C:2]([CH3:3])([F:4])[c:5]1[cH:6][c:7]([CH2:8][CH:9]([C:10](=[O:11])[OH:12])[CH:15]([OH:16])[c:17]2[cH:18][cH:19][c:20]([F:23])[cH:21][cH:22]2)[cH:24][cH:25][cH:26]1. Reactants: CCNCC, ClCCl, COC(=O)c1ccc(C(=O)O)cc1, CN(C)C=O, O=C(Cl)C(=O)Cl, Cl, O. Yields the product CCN(CC)C(=O)c1ccc(C(=O)OC)cc1. As a reaction SMILES: [CH2:20]([CH3:21])[NH:22][CH2:23][CH3:24].[CH2:26]([Cl:27])[Cl:28].[CH3:1][O:2][C:3](=[O:4])[c:5]1[cH:6][cH:7][c:8]([C:9](=[O:10])[OH:11])[cH:12][cH:13]1.[CH3:30][N:31]([CH3:32])[CH:33]=[O:34].[Cl:14][C:15]([C:16]([Cl:17])=[O:18])=[O:19].[ClH:25].[OH2:29]>>[CH3:1][O:2][C:3](=[O:4])[c:5]1[cH:6][cH:7][c:8]([C:9](=[O:11])[N:22]([CH2:20][CH3:21])[CH2:23][CH3:24])[cH:12][cH:13]1. Starting materials: [OH-].[Na+] (sodium hydroxide), [H][H] (hydrogen), [N+](=O)([O-])C1=C(N)C=CC(=C1)OCCCCOC1=CC=CC=C1 (2-nitro-4-(4-phenoxybutoxy)aniline), C (charcoal). Solvent: CO (methanol). Yields the product NC1=C(C=C(C=C1)OCCCCOC1=CC=CC=C1)N (1,2-diamino-4-(4-phenoxybutoxy)benzene). Reaction SMILES: [OH-].[Na+].[N+:3]([C:6]1[CH:12]=[C:11]([O:13][CH2:14][CH2:15][CH2:16][CH2:17][O:18][C:19]2[CH:24]=[CH:23][CH:22]=[CH:21][CH:20]=2)[CH:10]=[CH:9][C:7]=1[NH2:8])([O-])=O.C.[H][H]>CO>[NH2:8][C:7]1[CH:9]=[CH:10][C:11]([O:13][CH2:14][CH2:15][CH2:16][CH2:17][O:18][C:19]2[CH:20]=[CH:21][CH:22]=[CH:23][CH:24]=2)=[CH:12][C:6]=1[NH2:3] |f:0.1|. Procedure details: The procedure of the first paragraph of Example 26 is repeated substituting 4-phenxoybutyl bromide for the 3-phenoxypropyl bromide to afford 2-nitro-4-(4-phenoxybutoxy)acetanilide. After treatment at 20°-25° with methanolic-5N aqueous sodium hydroxide, 1.2 g. of the resultant 2-nitro-4-(4-phenoxybutoxy)aniline in a mixture of 20 ml. of methanol and 0.3 g. of 5% palladized charcoal is hydrogenated under ambient conditions. When the theoretical amount of hydrogen has been taken up, the mixture is ... Reactants: ClC=1C(=C(C=2N(N1)C(NN2)=O)C2=CC=C(C=C2)Cl)C2=CC=NC=C2 (6-Chloro-8-(4-chlorophenyl)-7-(pyridin-4-yl)-[1,2,4]triazolo[4,3-b]pyridazin-3(2H)-one), C[Si](C)(C)O[Si](C)(C)C.[K] (potassium trimethylsilyloxide), [Si](C)(C)(C)O[K] (TMSOK). Run in C1CCOC1 (THF). Yields the product ClC1=CC=C(C=C1)C=1C=2N(NC(C1C1=CC=NC=C1)=O)C(NN2)=O (8-(4-chlorophenyl)-7-(pyridin-4-yl)-[1,2,4]triazolo[4,3-b]pyridazine-3,6(2H,5H)-dione). The yield is 32.0%. As a reaction SMILES: Cl[C:2]1[C:3]([C:19]2[CH:24]=[CH:23][N:22]=[CH:21][CH:20]=2)=[C:4]([C:12]2[CH:17]=[CH:16][C:15]([Cl:18])=[CH:14][CH:13]=2)[C:5]2[N:6]([C:8](=[O:11])[NH:9][N:10]=2)[N:7]=1.C[Si]([O:29][Si](C)(C)C)(C)C.[K].[Si](O[K])(C)(C)C>C1COCC1>[Cl:18][C:15]1[CH:16]=[CH:17][C:12]([C:4]2[C:5]3[N:6]([C:8](=[O:11])[NH:9][N:10]=3)[NH:7][C:2](=[O:29])[C:3]=2[C:19]2[CH:24]=[CH:23][N:22]=[CH:21][CH:20]=2)=[CH:13][CH:14]=1 |f:1.2,^1:33|. Reported procedure: To the solution of 6-Chloro-8-(4-chlorophenyl)-7-(pyridin-4-yl)-[1,2,4]triazolo[4,3-b]pyridazin-3(2H)-one (29 mg, 0.081 mmol), prepared as described in Example 9, in THF (3 ml) was added potassium trimethylsilyloxide, TMSOK, (36 mg, 0.28 mmol). The solution was heated to refluxed for 15 min. After this time, the solution was cooled to RT. The reaction mixture was concentrated under reduced pressure. The crude material was purified by reverse phase HPLC to give the title compound, 8-(4-chlorophen... The reactants are CCN=C=NCCCN(C)C, ClCCl, CCCCCc1cc(O)c2c(c1)OC(C)(C)C(CCC(=O)O)C2C, O=C1CCC(=O)N1O. Product: CCCCCc1cc(O)c2c(c1)OC(C)(C)C(CCC(=O)ON1C(=O)CCC1=O)C2C. Reaction SMILES: [CH2:33]([N:34]=[C:35]=[N:36][CH2:37][CH2:38][CH2:39][N:40]([CH3:41])[CH3:42])[CH3:43].[Cl:44][CH2:45][Cl:46].[OH:1][c:2]1[cH:3][c:4]([CH2:20][CH2:21][CH2:22][CH2:23][CH3:24])[cH:5][c:6]2[c:7]1[CH:8]([CH3:19])[CH:9]([CH2:14][CH2:15][C:16](=[O:17])[OH:18])[C:10]([CH3:12])([CH3:13])[O:11]2.[OH:25][N:26]1[C:27](=[O:32])[CH2:28][CH2:29][C:30]1=[O:31]>>[OH:1][c:2]1[cH:3][c:4]([CH2:20][CH2:21][CH2:22][CH2:23][CH3:24])[cH:5][c:6]2[c:7]1[CH:8]([CH3:19])[CH:9]([CH2:14][CH2:15][C:16]([O:17][N:26]1[C:27](=[O:32])[CH2:28][CH2:29][C:30]1=[O:31])=[O:18])[C:10]([CH3:12])([CH3:13])[O:11]2. The reactants are CC1(CNC2=CC=C(C=C12)C)C (3,3,5-Trimethyl-2,3-dihydro-1H-indole), BrBr (bromine). Reagents/catalysts: S(=O)(=O)([O-])[O-].[Ag+2] (silver sulfate). The solvent is S(O)(O)(=O)=O (sulfuric acid). Run at time 1 hour. Yields the product BrC1=C(C=C2C(CNC2=C1)(C)C)C (6-Bromo-3,3,5-trimethyl-2,3-dihydro-1H-indole). Yield: 47.4%. As a reaction SMILES: [CH3:1][C:2]1([CH3:12])[C:10]2[C:5](=[CH:6][CH:7]=[C:8]([CH3:11])[CH:9]=2)[NH:4][CH2:3]1.[Br:13]Br>S(=O)(=O)(O)O.S([O-])([O-])(=O)=O.[Ag+2]>[Br:13][C:7]1[CH:6]=[C:5]2[C:10]([C:2]([CH3:12])([CH3:1])[CH2:3][NH:4]2)=[CH:9][C:8]=1[CH3:11] |f:3.4|. Procedure details: 3,3,5-Trimethyl-2,3-dihydro-1H-indole (1.84 g, 11.43 mmol) was dissolved in concentrated sulfuric acid (25 mL) and silver sulfate (1.90 g, 6.06 mmol) added. The reaction was stirred for 1 h and bromine (0.6 mL, 11.77 mmol) was added over 5 minutes. The reaction was stirred at this temperature for 1 h and very slowly quenched by slow addition to 50% aqueous sodium hydroxide (100 mL) with ice cooling (CAUTION,). Further aqueous sodium hydroxide was added to adjust pH to basic. The resulting mixtur...